Dataset: the Open Reaction Database (ORD), a public repository of structured organic reaction records. Task: describe an organic reaction: reactants, conditions, products, and yield Starting materials: Compounds 64C1, [H-].[Na+] (sodium hydride), O=C1C=2N(C3=C(N1)C=C(C=N3)C(=O)OC)C=CN2 (Methyl 6-oxo-5,6-dihydroimidazo[1,2-a]pyrido[3,2-e]pyrazine-3-carboxylate), C(=O)(C(F)(F)F)O (TFA), [H-].[H-].[H-].[H-].[Li+].[Al+3] (LiAlH4), OCC1=CC=2NC(C=3N(C2N=C1)C=CN3)=O (3-(Hydroxymethyl)imidazo[1,2-a]pyrido[3,2-e]pyrazin-6(5H)-one), OCC1=CC=2NC(C=3N(C2N=C1)C=NC3)=O (3-(Hydroxymethyl)imidazo[1,5-a]pyrido[3,2-e]pyrazin-6(5H)-one), [H-].[H-].[H-].[H-].[Li+].[Al+3] (LiAlH4). The solvent is O (water), C(C)#N (acetonitrile), C1CCOC1 (THF). Conditions: time 1 hour. The product is NC=1C(=NC=C(C(=O)OC)C1)N1C=NC=C1 (Methyl 5-amino-6-(1H-imidazol-1-yl)nicotinate). The yield is 40.1%. As a reaction SMILES: OCC1C=NC2N3C=CN=C3C(=O)NC=2C=1.OCC1C=NC2N3C=NC=C3C(=O)NC=2C=1.O=C1[NH:39][C:38]2[CH:40]=[C:41]([C:44]([O:46][CH3:47])=[O:45])[CH:42]=[N:43][C:37]=2[N:36]2[CH:48]=[CH:49][N:50]=[C:35]12.[H-].[Na+].[H-].[H-].[H-].[H-].[Li+].[Al+3].C(O)(C(F)(F)F)=O>C1COCC1.O.C(#N)C>[NH2:39][C:38]1[C:37]([N:36]2[CH:48]=[CH:49][N:50]=[CH:35]2)=[N:43][CH:42]=[C:41]([CH:40]=1)[C:44]([O:46][CH3:47])=[O:45] |f:3.4,5.6.7.8.9.10|. Procedure details: Compounds 64C1 and 64C2: 3-(Hydroxymethyl)imidazo[1,2-a]pyrido[3,2-e]pyrazin-6(5H)-one and 3-(Hydroxymethyl)imidazo[1,5-a]pyrido[3,2-e]pyrazin-6(5H)-one: Methyl 6-oxo-5,6-dihydroimidazo[1,2-a]pyrido[3,2-e]pyrazine-3-carboxylate (0.410 g, 1.68 mmol) was suspended in THF (20 mL) and sodium hydride (60% susp. in mineral oil, 0.112 g, 2.80 mmol) was added in one portion. The reaction mixture was stirred at room temperature for 1 h, cooled to −50° C. and LiAlH4 (2M in THF, 1.7 mL, 3.4 mmol) was added... Reactants: BrC1=CC=C(C=C1)C(CNC(=O)[C@@H]1CCCN2N1C([C@H](CCC2=O)NC(OCC2=CC=CC=C2)=O)=O)=O (benzyl (4S,7S)-4-(2-(4-bromophenyl)-2-oxoethylcarbamoyl)-6,10-dioxooctahydro-1H-pyridazino[1,2-a][1,2]diazepin-7-ylcarbamate), O1CCOCC1 (1,4-dioxane), C(C)(=O)[O-].[NH4+] (Ammonium acetate). The solvent is CCOC(=O)C (EtOAc). Reaction conditions: temperature 110 celsius. The product is BrC1=CC=C(C=C1)C1=CN=C(N1)[C@@H]1CCCN2N1C([C@H](CCC2=O)NC(OCC2=CC=CC=C2)=O)=O (benzyl (4S,7S)-4-(5-(4-bromophenyl)-1H-imidazol-2-yl)-6,10-dioxooctahydro-1H-pyridazino[1,2-a][1,2]diazepin-7-ylcarbamate). The yield is 34.1%. RXN SMILES: [Br:1][C:2]1[CH:7]=[CH:6][C:5]([C:8](=O)[CH2:9][NH:10][C:11]([C@H:13]2[N:18]3[C:19](=[O:36])[C@@H:20]([NH:25][C:26](=[O:35])[O:27][CH2:28][C:29]4[CH:34]=[CH:33][CH:32]=[CH:31][CH:30]=4)[CH2:21][CH2:22][C:23](=[O:24])[N:17]3[CH2:16][CH2:15][CH2:14]2)=O)=[CH:4][CH:3]=1.O1CCOCC1.C([O-])(=O)C.[NH4+:48]>CCOC(C)=O>[Br:1][C:2]1[CH:3]=[CH:4][C:5]([C:8]2[NH:48][C:11]([C@H:13]3[N:18]4[C:19](=[O:36])[C@@H:20]([NH:25][C:26](=[O:35])[O:27][CH2:28][C:29]5[CH:34]=[CH:33][CH:32]=[CH:31][CH:30]=5)[CH2:21][CH2:22][C:23](=[O:24])[N:17]4[CH2:16][CH2:15][CH2:14]3)=[N:10][CH:9]=2)=[CH:6][CH:7]=1 |f:2.3|. Procedure: In a 10 ml, seal tube, benzyl (4S,7S)-4-(2-(4-bromophenyl)-2-oxoethylcarbamoyl)-6,10-dioxooctahydro-1H-pyridazino[1,2-a][1,2]diazepin-7-ylcarbamate (200 mg, 350 μmol) was combined with 1,4-dioxane (5 ml) to give a light yellow solution. Ammonium acetate (270 mg, 3.5 mmol) was added and the reaction mixture was heated at 110° C. for 12 hr. It was cooled and diluted with EtOAc (2×30 ml). The combined organic layers were washed with brine and H2O, dried with MgSO4 and concentrated in vacuo to affor... Starting materials: COc1c(CO)cccc1[N+](=O)[O-], ClCCl, BrP(Br)Br, c1ccncc1. Product: COc1c(CBr)cccc1[N+](=O)[O-]. RXN SMILES: [CH3:1][O:2][c:3]1[c:4]([CH2:12][OH:13])[cH:5][cH:6][cH:7][c:8]1[N+:9](=[O:10])[O-:11].[Cl:24][CH2:25][Cl:26].[P:20]([Br:21])([Br:22])[Br:23].[cH:14]1[cH:15][cH:16][n:17][cH:18][cH:19]1>>[CH3:1][O:2][c:3]1[c:4]([CH2:12][Br:21])[cH:5][cH:6][cH:7][c:8]1[N+:9](=[O:10])[O-:11]. Starting materials: OC(C[C@@]1(CCN(C(O1)=O)[C@@H](C)C1=CC=C(C=C1)C1=CC=CC(=N1)C(=O)O)C1=CC=CC=C1)(C)C (6-(4-{(S)-1-[(S)-6-(2-hydroxy-2-methyl-propyl)-2-oxo-6-phenyl-[1,3]oxazinan-3-yl]-ethyl}-phenyl)-pyridine-2-carboxylic acid), CNC (dimethylamine). Yields the product CN(C(=O)C1=NC(=CC=C1)C1=CC=C(C=C1)[C@H](C)N1C(O[C@](CC1)(C1=CC=CC=C1)CC(C)(C)O)=O)C (6-(4-{(S)-1-[(S)-6-(2-Hydroxy-2-methyl-propyl)-2-oxo-6-phenyl-[1,3]oxazinan-3-yl]-ethyl}-phenyl)-pyridine-2-carboxylic acid dimethylamide). RXN SMILES: [OH:1][C:2]([CH3:35])([CH3:34])[CH2:3][C@@:4]1([C:28]2[CH:33]=[CH:32][CH:31]=[CH:30][CH:29]=2)[O:9][C:8](=[O:10])[N:7]([C@H:11]([C:13]2[CH:18]=[CH:17][C:16]([C:19]3[N:24]=[C:23]([C:25](O)=[O:26])[CH:22]=[CH:21][CH:20]=3)=[CH:15][CH:14]=2)[CH3:12])[CH2:6][CH2:5]1.[CH3:36][NH:37][CH3:38]>>[CH3:36][N:37]([CH3:38])[C:25]([C:23]1[CH:22]=[CH:21][CH:20]=[C:19]([C:16]2[CH:17]=[CH:18][C:13]([C@@H:11]([N:7]3[CH2:6][CH2:5][C@:4]([CH2:3][C:2]([OH:1])([CH3:35])[CH3:34])([C:28]4[CH:29]=[CH:30][CH:31]=[CH:32][CH:33]=4)[O:9][C:8]3=[O:10])[CH3:12])=[CH:14][CH:15]=2)[N:24]=1)=[O:26]. Procedure details: The title compound was prepared from (6-(4-{(S)-1-[(S)-6-(2-hydroxy-2-methyl-propyl)-2-oxo-6-phenyl-[1,3]oxazinan-3-yl]-ethyl}-phenyl)-pyridine-2-carboxylic acid and dimethylamine (2 mol/L in tetrahydrofuran) following a procedure analogous to that described in Example 203. Mass spectrum (ESI+): m/z=502 [M+H]+. Reactants: ClC1=C(CN2C(=NC3=C2C=C(C=C3)CC#N)C)C=CC=C1 (1-(2-chlorobenzyl)-2-methylbenzimidazole-6-acetonitrile), Cl (hydrochloric acid), C(O)([O-])=O.[Na+] (sodium hydrogencarbonate). The product is ClC1=C(CN2C(=NC3=C2C=C(C=C3)CC(=O)O)C)C=CC=C1 (1-(2-chlorobenzyl)-2-methylbenzimidazole-6-acetic acid). Reaction SMILES: [Cl:1][C:2]1[CH:21]=[CH:20][CH:19]=[CH:18][C:3]=1[CH2:4][N:5]1[C:9]2[CH:10]=[C:11]([CH2:14]C#N)[CH:12]=[CH:13][C:8]=2[N:7]=[C:6]1[CH3:17].Cl.[C:23](=[O:26])([O-])[OH:24].[Na+]>>[Cl:1][C:2]1[CH:21]=[CH:20][CH:19]=[CH:18][C:3]=1[CH2:4][N:5]1[C:9]2[CH:10]=[C:11]([CH2:14][C:23]([OH:24])=[O:26])[CH:12]=[CH:13][C:8]=2[N:7]=[C:6]1[CH3:17] |f:2.3|. Procedure details: To 0.500 g of 1-(2-chlorobenzyl)-2-methylbenzimidazole-6-acetonitrile was added 10% hydrochloric acid, and the mixture was heat-refluxed for 15 hours. The reaction mixture was neutralized with a saturated aqueous solution of sodium hydrogencarbonate, and was extracted with chloroform. The organic layer was concentrated, and was purified through silica-gel column chromatography (eluent: a mixture of chloroform and methanol at a ratio of 9:1 to 4:1) to give 0.170 g of 1-(2-chlorobenzyl)-2-methylbe... Starting materials: C(C)OC(C1=C(N=C(C=C1O)O)C(F)(F)F)=O (4,6-dihydroxy-2-trifluoromethyl-nicotinic acid ethyl ester), [N+](=O)(O)[O-] (nitric acid). The solvent is S(O)(O)(=O)=O (sulfuric acid). Run at time 30 minute. Product: C(C)OC(C1=C(N=C(C(=C1O)[N+](=O)[O-])O)C(F)(F)F)=O (4,6-dihydroxy-5-nitro-2-trifluoromethyl-nicotinic acid ethyl ester). RXN SMILES: [CH2:1]([O:3][C:4](=[O:17])[C:5]1[C:10]([OH:11])=[CH:9][C:8]([OH:12])=[N:7][C:6]=1[C:13]([F:16])([F:15])[F:14])[CH3:2].[N+:18]([O-])([OH:20])=[O:19]>S(=O)(=O)(O)O>[CH2:1]([O:3][C:4](=[O:17])[C:5]1[C:10]([OH:11])=[C:9]([N+:18]([O-:20])=[O:19])[C:8]([OH:12])=[N:7][C:6]=1[C:13]([F:14])([F:15])[F:16])[CH3:2]. Reported procedure: 4,6-dihydroxy-2-trifluoromethyl-nicotinic acid ethyl ester (1 g, 3.9 mmol) was dissolved in 10 mL of concentrated sulfuric acid and 2 mL of fuming nitric acid was added dropwise at room temperature. Once the addition was complete, the mixture was stirred at room temperature for 30 minutes. The mixture was then poured into crushed ice and the white precipitate was collected, dissolved in 50 mL of ethyl acetate, washed with 50 mL of water and 50 mL of brine, dried over magnesium sulfate and the so... Reactants: C(C1=CC=CC=C1)(=O)NC1=CC=C(C=C1)C1=CC=C2CN(C(C2=C1)=O)[C@H](C(=O)OC)C(C)C ((S)-Methyl 2-(6-(4-benzamidophenyl)-1-oxoisoindolin-2-yl)-3-methylbutanoate), NC1=CC=C(C=C1)C1=CC=C2CN(C(C2=C1)=O)[C@H](C(=O)OC)C(C)C ((S)-Methyl 2-(6-(4-aminophenyl)-1-oxoisoindolin-2-yl)-3-methylbutanoate), COC1=C(C(=O)Cl)C=CC=C1 (2-methoxy benzoyl chloride). Yields the product COC1=C(C(=O)NC2=CC=C(C=C2)C2=CC=C3CN(C(C3=C2)=O)[C@H](C(=O)OC)C(C)C)C=CC=C1 ((S)-Methyl 2-(6-(4-(2-methoxybenzamido)phenyl)-1-oxoisoindolin-2-yl)-3-methylbutanoate). The yield is 90.0%. As a reaction SMILES: [C:1]([NH:9][C:10]1[CH:15]=[CH:14][C:13]([C:16]2[CH:24]=[C:23]3[C:19]([CH2:20][N:21]([C@@H:26]([CH:31]([CH3:33])[CH3:32])[C:27]([O:29][CH3:30])=[O:28])[C:22]3=[O:25])=[CH:18][CH:17]=2)=[CH:12][CH:11]=1)(=[O:8])[C:2]1[CH:7]=[CH:6][CH:5]=[CH:4][CH:3]=1.NC1C=CC(C2C=C3C(CN([C@@H](C(C)C)C(OC)=O)[C:47]3=[O:50])=CC=2)=CC=1.COC1C=CC=CC=1C(Cl)=O>>[CH3:47][O:50][C:7]1[CH:6]=[CH:5][CH:4]=[CH:3][C:2]=1[C:1]([NH:9][C:10]1[CH:11]=[CH:12][C:13]([C:16]2[CH:24]=[C:23]3[C:19]([CH2:20][N:21]([C@@H:26]([CH:31]([CH3:33])[CH3:32])[C:27]([O:29][CH3:30])=[O:28])[C:22]3=[O:25])=[CH:18][CH:17]=2)=[CH:14][CH:15]=1)=[O:8]. Reported procedure: The compound of example 159 was prepared analogous to compound of example 97 by reaction of compound of example 6 with 2-methoxy benzoyl chloride.